From a dataset of the Open Reaction Database (ORD), a public repository of structured organic reaction records. describe an organic reaction: reactants, conditions, products, and yield Reactants: CN1C[C@@H]2[C@](CC1)(C1=C(OC3=C2C=CC=C3C)C=CC=C1)O (cis-1,2,3,4,4a,13b-hexahydro-2,10-dimethyldibenz [2,3:6,7]oxepino[4.5-c]pyridin-4a-ol), CI (methyl iodide). Run in C1(=CC=CC=C1)C (toluene), CCOCC (ether), CO (methanol). The product is [I-].O[C@@]12[C@@H](C[N+](CC1)(C)C)C1=C(OC3=C2C=CC=C3)C(=CC=C1)C (cis-1,2,3,4,4a,13b-hexahydro-4a-hydroxy-2,2,10-trimethyldibenzo[2,3:6,7]oxepino[4,5-c]pyridinium iodide). Reaction SMILES: [CH3:1][N:2]1[CH2:7][CH2:6][C@:5]2([OH:22])[C:8]3[CH:21]=[CH:20][CH:19]=[CH:18][C:9]=3[O:10][C:11]3[C:16]([CH3:17])=[CH:15][CH:14]=[CH:13][C:12]=3[C@@H:4]2[CH2:3]1.[CH3:23][I:24]>C1(C)C=CC=CC=1.CCOCC.CO>[I-:24].[OH:22][C@@:5]12[C:8]3[CH:21]=[CH:20][CH:19]=[CH:18][C:9]=3[O:10][C:11]3[C:16]([CH3:17])=[CH:15][CH:14]=[CH:13][C:12]=3[C@@H:4]1[CH2:3][N+:2]([CH3:23])([CH3:1])[CH2:7][CH2:6]2 |f:5.6|. Procedure: 5.0 g (17 mmol) of the compound of Example 1 were dissolved in a mixture of 200 ml of toluene, 100 ml of ether and 50 ml of methanol. While stirring 50 ml of methyl iodide were added at room temperature. After 24 hrs crystals had formed. The mother liquor was filtered off and the crystals collected. This gave 6.75 g (91%) of the quaternary iodide. m.p. >260° C. (dec.). Starting materials: ClC=1C=C(C=CC1Cl)CC(=O)N([C@H]1[C@@H](CC2(OCCO2)CC1)N1CCCC1)C (trans-3,4-dichloro-N-methyl-N-[7-(1-pyrrolidinyl)-1,4-dioxaspiro[4.5]dec-8-yl]benzeneacetamide), Cl (HCl). Run in CC(=O)C (acetone). Run at temperature 60 celsius, time 1 hour. Product: ClC=1C=C(C=CC1Cl)CC(=O)N([C@H]1[C@@H](CC(CC1)=O)N1CCCC1)C (trans-3,4-dichloro-N-methyl-N-[4-oxo-2-(1-pyrrolidinyl)cyclohexyl]benzeneacetamide). The yield is 94.5%. Reaction SMILES: [Cl:1][C:2]1[CH:3]=[C:4]([CH2:9][C:10]([N:12]([CH3:28])[C@@H:13]2[CH2:22][CH2:21][C:16]3(OCC[O:17]3)[CH2:15][C@H:14]2[N:23]2[CH2:27][CH2:26][CH2:25][CH2:24]2)=[O:11])[CH:5]=[CH:6][C:7]=1[Cl:8].Cl>CC(C)=O>[Cl:1][C:2]1[CH:3]=[C:4]([CH2:9][C:10]([N:12]([CH3:28])[C@@H:13]2[CH2:22][CH2:21][C:16](=[O:17])[CH2:15][C@H:14]2[N:23]2[CH2:24][CH2:25][CH2:26][CH2:27]2)=[O:11])[CH:5]=[CH:6][C:7]=1[Cl:8]. Procedure: A mixture of trans-3,4-dichloro-N-methyl-N-[7-(1-pyrrolidinyl)-1,4-dioxaspiro[4.5]dec-8-yl]benzeneacetamide (12.3 g, 0.029 mol) from Example 1, 3 N HCl solution (288 ml), and 432 ml of acetone was stirred at 60° C. under N2 atmosphere for one hour. Acetone was removed on a rotary evaporator and the mixture was extracted with chloroform. The chloro-form extracts were dried (Na2SO4), concentrated in vacuo and diluted with ether. Refrigeration overnight gave white crystals which were dried at 60° C... Reactants: COc1cc2c(Cl)ncnc2cc1OCCN1CCN(C(C)=O)CC1, O=C([O-])[O-], CC(C)=O, [K+], [K+], Oc1cnc2[nH]ccc2c1. Product: COc1cc2c(Oc3cnc4[nH]ccc4c3)ncnc2cc1OCCN1CCN(C(C)=O)CC1. Reaction SMILES: [C:1]([CH3:2])(=[O:3])[N:4]1[CH2:5][CH2:6][N:7]([CH2:10][CH2:11][O:12][c:13]2[c:14]([O:24][CH3:25])[cH:15][c:16]3[c:17]([Cl:23])[n:18][cH:19][n:20][c:21]3[cH:22]2)[CH2:8][CH2:9]1.[C:36](=[O:37])([O-:38])[O-:39].[CH3:42][C:43](=[O:44])[CH3:45].[K+:40].[K+:41].[OH:26][c:27]1[cH:28][c:29]2[cH:30][cH:31][nH:32][c:33]2[n:34][cH:35]1>>[C:1]([CH3:2])(=[O:3])[N:4]1[CH2:5][CH2:6][N:7]([CH2:10][CH2:11][O:12][c:13]2[c:14]([O:24][CH3:25])[cH:15][c:16]3[c:17]([O:26][c:27]4[cH:28][c:29]5[cH:30][cH:31][nH:32][c:33]5[n:34][cH:35]4)[n:18][cH:19][n:20][c:21]3[cH:22]2)[CH2:8][CH2:9]1. Yields the product CC1=NC2=C(N1C1CCN(CC1)C[C@H]1CN(C[C@@H]1C1=CC=CC=C1)[C@@H](C(=O)OCC1=CC=C(C=C1)OC)C1CCCCC1)C=CC=C2 (α-(R)-(3-(S)-((4-(2-Methyl-benzoimidazol-1-yl)piperidin-1-yl)methyl)-4-(S)-phenylpyrrolidin-1-yl)-cyclohexaneacetic acid, 4-methoxy-benzyl ester). RXN SMILES: [CH:1]([C@@H:3]1[C@@H:7]([C:8]2[CH:13]=[CH:12][CH:11]=[CH:10][CH:9]=2)[CH2:6][N:5]([C@H:14]([CH:27]2[CH2:32][CH2:31][CH2:30][CH2:29][CH2:28]2)[C:15]([O:17][CH2:18][C:19]2[CH:24]=[CH:23][C:22]([O:25][CH3:26])=[CH:21][CH:20]=2)=[O:16])[CH2:4]1)=O.[NH:33]1[CH2:38][CH2:37][CH:36]([N:39]2[C:43]3[CH:44]=[CH:45][CH:46]=[CH:47][C:42]=3[N:41]=[C:40]2[CH3:48])[CH2:35][CH2:34]1.C(O[BH-](OC(=O)C)OC(=O)C)(=O)C.[Na+]>C1COCC1.CN(C=O)C>[CH3:48][C:40]1[N:39]([CH:36]2[CH2:35][CH2:34][N:33]([CH2:1][C@@H:3]3[C@@H:7]([C:8]4[CH:9]=[CH:10][CH:11]=[CH:12][CH:13]=4)[CH2:6][N:5]([C@H:14]([CH:27]4[CH2:28][CH2:29][CH2:30][CH2:31][CH2:32]4)[C:15]([O:17][CH2:18][C:19]4[CH:20]=[CH:21][C:22]([O:25][CH3:26])=[CH:23][CH:24]=4)=[O:16])[CH2:4]3)[CH2:38][CH2:37]2)[C:43]2[CH:44]=[CH:45][CH:46]=[CH:47][C:42]=2[N:41]=1 |f:2.3|. The solvent is C1CCOC1 (THF), CN(C)C=O (DMF). The reactants are C(=O)[C@H]1CN(C[C@@H]1C1=CC=CC=C1)[C@@H](C(=O)OCC1=CC=C(C=C1)OC)C1CCCCC1 (α-(R)-(3-(R)-formyl-4-(S)-phenylpyrrolidin-1-yl)-cyclohexaneacetic acid, para-methoxybenzyl ester), N1CCC(CC1)N1C(=NC2=C1C=CC=C2)C (1-Piperidin-4-yl-2-methyl-1-H-benzoimidazole), C(C)(=O)O[BH-](OC(C)=O)OC(C)=O.[Na+] (sodium triacetoxyborohydride). Yield: 69.8%. Reported procedure: The title compound was prepared from 60 mg of α-(R)-(3-(R)-formyl-4-(S)-phenylpyrrolidin-1-yl)-cyclohexaneacetic acid, 4-methoxy-benzyl ester (prepared above as Aldehyde 5), 50 mg of 1-1-piperidin-4-yl-2-methyl-1-H-benzoimidazole (from Step B) and 80 mg of sodium triacetoxyborohydride in 4 mL THF and 1 mL of DMF, using a procedure analogous to that described in Example 95, Step D to provide 61 mg of the title compound as an oil.